Dataset: the Open Reaction Database (ORD), a public repository of structured organic reaction records. Task: describe an organic reaction: reactants, conditions, products, and yield Reactants: Brc1ccc(Br)cc1, C1CCOC1, CC1(C)OB(c2cccc3[nH]ccc23)OC1(C)C, CCOC(C)=O, [Na+], [OH-], [Pd]. The product is Brc1ccc(-c2cccc3[nH]ccc23)cc1. Reaction SMILES: [Br:19][c:20]1[cH:21][cH:22][c:23]([Br:24])[cH:25][cH:26]1.[CH2:29]1[O:30][CH2:31][CH2:32][CH2:33]1.[CH3:1][C:2]1([CH3:3])[C:4]([CH3:5])([CH3:6])[O:7][B:8]([c:9]2[c:10]3[cH:11][cH:12][nH:13][c:14]3[cH:15][cH:16][cH:17]2)[O:18]1.[CH3:35][CH2:36][O:37][C:38](=[O:39])[CH3:40].[Na+:28].[OH-:27].[Pd:34]>>[c:9]1(-[c:23]2[cH:22][cH:21][c:20]([Br:19])[cH:26][cH:25]2)[c:10]2[cH:11][cH:12][nH:13][c:14]2[cH:15][cH:16][cH:17]1. Starting materials: ClC=1N=C(C2=C(N1)N(C=C2I)COCC[Si](C)(C)C)OC2CCOCC2 (2-chloro-5-iodo-4-((tetrahydro-2H-pyran-4-yl)oxy)-7-((2-(trimethylsilyl)ethoxy)methyl)-7H-pyrrolo[2,3-d]pyrimidine), COC1=NC=CC(=C1)B(O)O ((2-methoxypyridin-4-yl)boronic acid), O.O.O.P(=O)([O-])([O-])[O-].[K+].[K+].[K+] (tripotassium phosphate trihydrate), O1CCOCC1 (1,4-dioxane), palladium 1,1-bis(diphenylphosphion)ferrocene dichloride. Solvent: O (water). Conditions: temperature 80 celsius, time 1.5 hour. Product: ClC=1N=C(C2=C(N1)N(C=C2C2=CC(=NC=C2)OC)COCC[Si](C)(C)C)OC2CCOCC2 (2-Chloro-5-(2-methoxypyridin-4-yl)-4-((tetrahydro-2H-pyran-4-yl)oxy)-7-((2-(trimethylsilyl)ethoxy)methyl)-7H-pyrrolo[2,3-d]pyrimidine). Isolated yield 71.0%. RXN SMILES: [Cl:1][C:2]1[N:3]=[C:4]([O:20][CH:21]2[CH2:26][CH2:25][O:24][CH2:23][CH2:22]2)[C:5]2[C:10](I)=[CH:9][N:8]([CH2:12][O:13][CH2:14][CH2:15][Si:16]([CH3:19])([CH3:18])[CH3:17])[C:6]=2[N:7]=1.[CH3:27][O:28][C:29]1[CH:34]=[C:33](B(O)O)[CH:32]=[CH:31][N:30]=1.O.O.O.P([O-])([O-])([O-])=O.[K+].[K+].[K+].O1CCOCC1>O>[Cl:1][C:2]1[N:3]=[C:4]([O:20][CH:21]2[CH2:26][CH2:25][O:24][CH2:23][CH2:22]2)[C:5]2[C:10]([C:33]3[CH:32]=[CH:31][N:30]=[C:29]([O:28][CH3:27])[CH:34]=3)=[CH:9][N:8]([CH2:12][O:13][CH2:14][CH2:15][Si:16]([CH3:19])([CH3:18])[CH3:17])[C:6]=2[N:7]=1 |f:2.3.4.5.6.7.8|. Procedure: To a degassed mixture of 2-chloro-5-iodo-4-((tetrahydro-2H-pyran-4-yl)oxy)-7-((2-(trimethylsilyl)ethoxy)methyl)-7H-pyrrolo[2,3-d]pyrimidine (1 equiv), (2-methoxypyridin-4-yl)boronic acid (2 equiv) and tripotassium phosphate trihydrate (3 equiv) in a 9:1 mixture of 1,4-dioxane and water (0.1 M) was added palladium 1,1-bis(diphenylphosphion)ferrocene dichloride (0.2 equiv). The reaction mixture was stirred at 80° C. for 1.5 h. After the reaction was complete, the reaction mixture was cooled to roo...